From a dataset of the Open Reaction Database (ORD), a public repository of structured organic reaction records. describe an organic reaction: reactants, conditions, products, and yield Yields the product CNCC=1N=C(NC1)NC(=O)C=1C=2N=CC=NC2C(=CC1)C1=C(C(=CC(=C1F)OC)OC)F (8-(2,6-Difluoro-3,5-dimethoxy-phenyl)-quinoxaline-5-carboxylic acid (4-methylaminomethyl-1H-imidazol-2-yl)-amide). Procedure details: Sodium triacetoxyborohydride (72.4 mg, 0.341 mmol, 1.5 equiv) was added to a suspension of 8-(2,6-difluoro-3,5-dimethoxy-phenyl)-quinoxaline-5-carboxylic acid (4-formyl-1H-imidazol-2-yl)-amide (100 mg, 0.228 mmol) (Example 185) and methylamine (40% wt in H2O, 40 μL, 0.455 mmol, 2 equiv) in DCM (4 mL) at rt, under an argon atmosphere. The reaction mixture was stirred for 4 h at rt. After further addition of sodium triacetoxyborohydride (72.4 mg, 0.341 mmol, 1.5 equiv), the reaction mixture was st... Reaction SMILES: C(O[BH-](OC(=O)C)OC(=O)C)(=O)C.[Na+].[CH:15]([C:17]1[N:18]=[C:19]([NH:22][C:23]([C:25]2[C:26]3[N:27]=[CH:28][CH:29]=[N:30][C:31]=3[C:32]([C:35]3[C:40]([F:41])=[C:39]([O:42][CH3:43])[CH:38]=[C:37]([O:44][CH3:45])[C:36]=3[F:46])=[CH:33][CH:34]=2)=[O:24])[NH:20][CH:21]=1)=O.[CH3:47][NH2:48]>C(Cl)Cl.CCOC(C)=O.C([O-])(O)=O.[Na+]>[CH3:47][NH:48][CH2:15][C:17]1[N:18]=[C:19]([NH:22][C:23]([C:25]2[C:26]3[N:27]=[CH:28][CH:29]=[N:30][C:31]=3[C:32]([C:35]3[C:36]([F:46])=[C:37]([O:44][CH3:45])[CH:38]=[C:39]([O:42][CH3:43])[C:40]=3[F:41])=[CH:33][CH:34]=2)=[O:24])[NH:20][CH:21]=1 |f:0.1,6.7|. Reactants: CN (methylamine), C(C)(=O)O[BH-](OC(C)=O)OC(C)=O.[Na+] (sodium triacetoxyborohydride), C(C)(=O)O[BH-](OC(C)=O)OC(C)=O.[Na+] (sodium triacetoxyborohydride), C(C)(=O)O[BH-](OC(C)=O)OC(C)=O.[Na+] (Sodium triacetoxyborohydride), C(=O)C=1N=C(NC1)NC(=O)C=1C=2N=CC=NC2C(=CC1)C1=C(C(=CC(=C1F)OC)OC)F (8-(2,6-difluoro-3,5-dimethoxy-phenyl)-quinoxaline-5-carboxylic acid (4-formyl-1H-imidazol-2-yl)-amide), CN (methylamine). Reaction conditions: time 4 hour. The solvent is CCOC(=O)C (EtOAc), C(=O)(O)[O-].[Na+] (NaHCO3), C(Cl)Cl (DCM). Yield: 39.6%. The reactants are ClC1=NC=CC(=N1)Cl (2,4-Dichloropyrimidine), FC1=C(N)C=CC(=C1)F (2,4-difluoroaniline), C(C)(C)N(CC)C(C)C (diisopropylethylamine). Solvent: C(CCC)O (n-butanol). Yields the product CCCC(C)C (isohexane), ClC1=NC=CC(=N1)NC1=C(C=C(C=C1)F)F (2-Chloro-4-(2,4-difluoroanilino)pyrimidine). Reaction SMILES: [Cl:1][C:2]1[N:7]=[C:6](Cl)[CH:5]=[CH:4][N:3]=1.[F:9][C:10]1[CH:16]=[C:15]([F:17])[CH:14]=[CH:13][C:11]=1[NH2:12].C(N(C(C)C)CC)(C)C>C(O)CCC>[CH3:6][CH2:5][CH2:4][CH:10]([CH3:16])[CH3:11].[Cl:1][C:2]1[N:7]=[C:6]([NH:12][C:11]2[CH:13]=[CH:14][C:15]([F:17])=[CH:16][C:10]=2[F:9])[CH:5]=[CH:4][N:3]=1. Procedure details: 2,4-Dichloropyrimidine (200 mg, 1.34 mmol), 2,4-difluoroaniline (173 mg, 1.34 mmol) and diisopropylethylamine (0.26 ml, 1.48 mmol) were dissolved in n-butanol (5 ml). The reaction mixture was heated at reflux for 12 hours, cooled and evaporated onto silica (5 ml). The residue was purified by column chromatography and eluted with EtOAc (30%): isohexane to give the title product as a solid on evaporation (174 mg, 54%). NMR (300 MHz): 6.70 (d, 1H), 7.12 (t, 1H), 7.38 (t, 1H), 7.70 (dd, 1H), 8.14 (d... The reactants are CCOC(C)=O, CC(N)=O, COC(=O)C(Cc1ccc(OCCc2nc(-c3ccccc3)oc2C)cc1)C(=O)O, C1CCOC1, O, O=S(Cl)Cl. The product is COC(=O)C(Cc1ccc(OCCc2nc(-c3ccccc3)oc2C)cc1)C(=O)NC(C)=O. Reaction SMILES: [C:39]([O:40][CH2:41][CH3:42])(=[O:43])[CH3:44].[CH3:35][C:36]([NH2:37])=[O:38].[CH3:5][O:6][C:7](=[O:8])[CH:9]([C:10](=[O:11])[OH:12])[CH2:13][c:14]1[cH:15][cH:16][c:17]([O:20][CH2:21][CH2:22][c:23]2[n:24][c:25](-[c:29]3[cH:30][cH:31][cH:32][cH:33][cH:34]3)[o:26][c:27]2[CH3:28])[cH:18][cH:19]1.[O:45]1[CH2:46][CH2:47][CH2:48][CH2:49]1.[OH2:50].[S:1]([Cl:2])([Cl:3])=[O:4]>>[CH3:5][O:6][C:7](=[O:8])[CH:9]([C:10](=[O:12])[NH:37][C:36]([CH3:35])=[O:38])[CH2:13][c:14]1[cH:15][cH:16][c:17]([O:20][CH2:21][CH2:22][c:23]2[n:24][c:25](-[c:29]3[cH:30][cH:31][cH:32][cH:33][cH:34]3)[o:26][c:27]2[CH3:28])[cH:18][cH:19]1. Starting materials: CC=1C=NC(=C(C1OC)C)C[S+](C=2NC=3C=CC(=CC3N2)OC)[O-] (Omeprazole), [OH-].[Na+] (NaOH), ClC=C(Cl)Cl (Trichloroethylene). Solvent: O1CCCC1 (tetrahydrofurane). Conditions: time 45 minute. Product: CC1=CN=C(C(=C1OC)C)CS(=O)C2=NC3=C([N-]2)C=CC(=C3)OC.O.[Na+] (omeprazole sodium salt). Isolated yield 92.1%. Reaction SMILES: [CH3:1][C:2]1[CH:3]=[N:4][C:5]([CH2:11][S+:12]([O-:24])[C:13]2[NH:14][C:15]3[CH:16]=[CH:17][C:18]([O:22][CH3:23])=[CH:19][C:20]=3[N:21]=2)=[C:6]([CH3:10])[C:7]=1[O:8][CH3:9].[OH-:25].[Na+:26].ClC=C(Cl)Cl>O1CCCC1>[CH3:1][C:2]1[C:7]([O:8][CH3:9])=[C:6]([CH3:10])[C:5]([CH2:11][S:12]([C:13]2[N-:14][C:15]3[CH:16]=[CH:17][C:18]([O:22][CH3:23])=[CH:19][C:20]=3[N:21]=2)=[O:24])=[N:4][CH:3]=1.[OH2:25].[Na+:26] |f:1.2,5.6.7|. Procedure: Omeprazole (1300 g; 3.77 mol) was added under vigorous mechanical stirring to a mixture of tetrahydrofurane (13 L) and 50% aqueous NaOH (296 g, 3.7 mol) and stirring was continued for 45 min. Trichloroethylene (5.7 L) was added and stirring was continued over night at room temperature. The mixture was cooled to +5° C. and then stirred for 3 h. The precipitate was filtered off and the filter cake was washed with trichloroethylene (5 L) and dried under reduced pressure at 50° C. giving omeprazole ...